describe an organic reaction: reactants, conditions, products, and yield From a dataset of the Open Reaction Database (ORD), a public repository of structured organic reaction records. Reactants: CCOC(C)=O, C1CCOC1, COC(=O)CCc1cc(C(C)C)c(O)c(C(C)C)c1, CCCCCCC, O. Product: CC(C)c1cc(CCC(=O)O)cc(C(C)C)c1O. RXN SMILES: [C:26]([O:27][CH2:28][CH3:29])(=[O:30])[CH3:31].[CH2:20]1[O:21][CH2:22][CH2:23][CH2:24]1.[CH3:1][O:2][C:3]([CH2:4][CH2:5][c:6]1[cH:7][c:8]([CH:16]([CH3:17])[CH3:18])[c:9]([OH:15])[c:10]([CH:12]([CH3:13])[CH3:14])[cH:11]1)=[O:19].[CH3:32][CH2:33][CH2:34][CH2:35][CH2:36][CH2:37][CH3:38].[OH2:25]>>[O:2]=[C:3]([CH2:4][CH2:5][c:6]1[cH:7][c:8]([CH:16]([CH3:17])[CH3:18])[c:9]([OH:15])[c:10]([CH:12]([CH3:13])[CH3:14])[cH:11]1)[OH:19]. The reactants are C1(=CC=CC=C1)C(=CC(=O)OCC)C1=CC=C(C=C1)[N+](=O)[O-] (ethyl 3-phenyl-3-(4-nitrophenyl)propenoate), C(C)O (ethanol), [OH-].[K+] (potassium hydroxide). The solvent is O (water). Product: C1(=CC=CC=C1)C(=CC(=O)O)C1=CC=C(C=C1)[N+](=O)[O-] (3-Phenyl-3-(4-Nitrophenyl)propenoic Acid). RXN SMILES: [C:1]1([C:7]([C:14]2[CH:19]=[CH:18][C:17]([N+:20]([O-:22])=[O:21])=[CH:16][CH:15]=2)=[CH:8][C:9]([O:11]CC)=[O:10])[CH:6]=[CH:5][CH:4]=[CH:3][CH:2]=1.C(O)C.[OH-].[K+]>O>[C:1]1([C:7]([C:14]2[CH:15]=[CH:16][C:17]([N+:20]([O-:22])=[O:21])=[CH:18][CH:19]=2)=[CH:8][C:9]([OH:11])=[O:10])[CH:2]=[CH:3][CH:4]=[CH:5][CH:6]=1 |f:2.3|. Procedure details: A mixture of 62.5 g. of ethyl 3-phenyl-3-(4-nitrophenyl)propenoate, 100 ml. of ethanol and 300 ml. of 1.5 N potassium hydroxide was heated on a steam bath for 1 hour. To the cooled reaction mixture was added 800 ml. of water and 500 ml. of ethyl acetate, and then the ethyl acetate layer was removed. The aqueous layer was acidified, and the solid which precipitated was collected by filtration. This solid was recrystallized from toluene and then from carbon tetrachloride to give 22 g. of the title...